This data is from the Open Reaction Database (ORD), a public repository of structured organic reaction records. The task is: describe an organic reaction: reactants, conditions, products, and yield The reactants are CN(C)C=O, Clc1nn2c(-c3ccccc3)nnc2c2ccccc12, [H-], [Na+], Cc1cccc(CO)n1. Product: Cc1cccc(COc2nn3c(-c4ccccc4)nnc3c3ccccc23)n1. Reaction SMILES: [CH3:32][N:33]([CH3:34])[CH:35]=[O:36].[Cl:12][c:13]1[n:14][n:15]2[c:16]([c:17]3[cH:18][cH:19][cH:20][cH:21][c:22]13)[n:23][n:24][c:25]2-[c:26]1[cH:27][cH:28][cH:29][cH:30][cH:31]1.[H-:10].[Na+:11].[OH:1][CH2:2][c:3]1[n:4][c:5]([CH3:9])[cH:6][cH:7][cH:8]1>>[O:1]([CH2:2][c:3]1[n:4][c:5]([CH3:9])[cH:6][cH:7][cH:8]1)[c:13]1[n:14][n:15]2[c:16]([c:17]3[cH:18][cH:19][cH:20][cH:21][c:22]13)[n:23][n:24][c:25]2-[c:26]1[cH:27][cH:28][cH:29][cH:30][cH:31]1. The reactants are C(C)OC=1C=C(C=CC1C(=O)OCC)CC(=O)O (3-ethoxy-4-ethoxycarbonylphenylacetic acid), CC(C[C@@H](C1=C(C=CC=C1)N1CCCCC1)N)C ((S)-3-methyl-1-(2-piperidino-phenyl)-1-butylamine), C1(CCCCC1)N=C=NC1CCCCC1 (N,N'-dicyclohexyl-carbodiimide), C(C)OC=1C=C(C=CC1C(=O)OCC)CC(=O)O (3-ethoxy-4-ethoxycarbonylphenylacetic acid), C1(CCCCC1)N=C=NC1CCCCC1 (N,N'-dicyclohexylcarbodiimide). Solvent: C1(=CC=CC=C1)C (toluene), petroleum ether, C1(=CC=CC=C1)C (toluene). Product: C(C)OC1=C(C(=O)OCC)C=CC(=C1)CC(=O)N[C@@H](CC(C)C)C1=C(C=CC=C1)N1CCCCC1 (Ethyl (S)-2-ethoxy-4-[N-(1-(2-piperidino-phenyl)-3-methyl-1-butyl)-aminocarbonylmethyl]-benzoate). Reaction SMILES: [CH2:1]([O:3][C:4]1[CH:5]=[C:6]([CH2:15][C:16]([OH:18])=O)[CH:7]=[CH:8][C:9]=1[C:10]([O:12][CH2:13][CH3:14])=[O:11])[CH3:2].[CH3:19][CH:20]([CH3:36])[CH2:21][C@H:22]([NH2:35])[C:23]1[CH:28]=[CH:27][CH:26]=[CH:25][C:24]=1[N:29]1[CH2:34][CH2:33][CH2:32][CH2:31][CH2:30]1.C1(N=C=NC2CCCCC2)CCCCC1>C1(C)C=CC=CC=1>[CH2:1]([O:3][C:4]1[CH:5]=[C:6]([CH2:15][C:16]([NH:35][C@H:22]([C:23]2[CH:28]=[CH:27][CH:26]=[CH:25][C:24]=2[N:29]2[CH2:30][CH2:31][CH2:32][CH2:33][CH2:34]2)[CH2:21][CH:20]([CH3:36])[CH3:19])=[O:18])[CH:7]=[CH:8][C:9]=1[C:10]([O:12][CH2:13][CH3:14])=[O:11])[CH3:2]. Reported procedure: 2.77 g (11 mMol) of 3-ethoxy-4-ethoxycarbonylphenylacetic acid are added at ambient temperature to a solution of 2.71 g (11 mMol) of anhydrous (S)-3-methyl-1-(2-piperidino-phenyl)-1-butylamine (ee=98.5%) in 30 ml of absolute toluene and the mixture is stirred until dissolved. Then 2.38 g (11.55 mMol) of N,N'-dicyclohexyl-carbodiimide are added and the mixture is stirred at ambient temperature. After 24 hours a further 0.54 g (2.14 mMol) of 3-ethoxy-4-ethoxycarbonylphenylacetic acid and 0.48 g (2... Reactants: NC1=C(NC2=C(C3=C(S2)C=CC=C3)C(=O)OCC)C=C(C(=C1)F)F (ethyl 2-(2-amino-4,5-difluoroanilino)benzo[b]thiophene-3-carboxylate), CN1CCNCC1 (1-methylpiperazine), C1(=CC=CC=C1)OC (anisole). The reagents and catalysts are [Ti](Cl)(Cl)(Cl)Cl (titanium tetrachloride). Yields the product FC1=CC2=C(N=C(C3=C(N2)SC2=C3C=CC=C2)N2CCN(CC2)C)C=C1F (8,9-difluoro-12-(4-methylpiperazin-1-yl)-6H-[1]benzothieno[2,3-b][1,5]benzodiazepine). Reaction SMILES: [NH2:1][C:2]1[CH:22]=[C:21]([F:23])[C:20]([F:24])=[CH:19][C:3]=1[NH:4][C:5]1[S:9][C:8]2[CH:10]=[CH:11][CH:12]=[CH:13][C:7]=2[C:6]=1[C:14](OCC)=O.[CH3:25][N:26]1[CH2:31][CH2:30][NH:29][CH2:28][CH2:27]1.C1(OC)C=CC=CC=1>[Ti](Cl)(Cl)(Cl)Cl>[F:24][C:20]1[C:21]([F:23])=[CH:22][C:2]2[N:1]=[C:14]([N:29]3[CH2:30][CH2:31][N:26]([CH3:25])[CH2:27][CH2:28]3)[C:6]3[C:7]4[CH:13]=[CH:12][CH:11]=[CH:10][C:8]=4[S:9][C:5]=3[NH:4][C:3]=2[CH:19]=1. Procedure: In the same manner as in Example 1 and using ethyl 2-(2-amino-4,5-difluoroanilino)benzo[b]thiophene-3-carboxylate, 1-methylpiperazine, anisole and titanium tetrachloride, 8,9-difluoro-12-(4-methylpiperazin-1-yl)-6H-[1]benzothieno[2,3-b][1,5]benzodiazepine is obtained. Reactants: O=C([O-])[O-], CN(C)C=O, ClCCCCc1ccccc1, [I-], [K+], [K+], [K+], O, COC(=O)CCCn1cc(C(=O)OC)c2c(C=Cc3ccc(O)cc3)cccc21. Yields the product COC(=O)CCCn1cc(C(=O)OC)c2c(C=Cc3ccc(OCCCCc4ccccc4)cc3)cccc21. As a reaction SMILES: [C:30](=[O:31])([O-:32])[O-:33].[CH3:50][N:51]([CH3:52])[CH:53]=[O:54].[Cl:36][CH2:37][CH2:38][CH2:39][CH2:40][c:41]1[cH:42][cH:43][cH:44][cH:45][cH:46]1.[I-:48].[K+:34].[K+:35].[K+:47].[OH2:49].[OH:1][c:2]1[cH:3][cH:4][c:5]([CH:8]=[CH:9][c:10]2[c:11]3[c:12]([C:26](=[O:27])[O:28][CH3:29])[cH:13][n:14]([CH2:19][CH2:20][CH2:21][C:22](=[O:23])[O:24][CH3:25])[c:15]3[cH:16][cH:17][cH:18]2)[cH:6][cH:7]1>>[O:1]([c:2]1[cH:3][cH:4][c:5]([CH:8]=[CH:9][c:10]2[c:11]3[c:12]([C:26](=[O:27])[O:28][CH3:29])[cH:13][n:14]([CH2:19][CH2:20][CH2:21][C:22](=[O:23])[O:24][CH3:25])[c:15]3[cH:16][cH:17][cH:18]2)[cH:6][cH:7]1)[CH2:37][CH2:38][CH2:39][CH2:40][c:41]1[cH:42][cH:43][cH:44][cH:45][cH:46]1. Yields the product CC1=CC(=NC(=N1)NC(=O)NS(=O)(=O)C=1SC=CC1)OCC(=O)OC (methyl [6-methyl-2-[(2-thienylsulfonyl)aminocarbonylamino]pyrimidin-4-yloxy]acetate). Reactants: [OH-].[Na+] (sodium hydroxide), 18, NC1=NC(=CC(=N1)OCC(=O)OC)C (methyl (2-amino-6-methylpyrimidin-4-yloxy)acetate), S1C(=CC=C1)S(=O)(=O)N=C=O (2-thiophenesulfonylisocyanate). Solvent: C(Cl)Cl (methylene chloride). Procedure details: To a dry stirred solution of 18 parts of methyl (2-amino-6-methylpyrimidin-4-yloxy)acetate in 300 parts of methylene chloride at ambient temperature was added 20 parts of 2-thiophenesulfonylisocyanate. The solution was allowed to stand for 3 hours and was then poured onto ice. The pH of the aqueous layer was adjusted to 11 with sodium hydroxide solution and the methylene chloride layer was separated therefrom. The aqueous layer was neutralized with aqueous hydrochloric acid and then extracted wi... Run at time 3 hour. RXN SMILES: [NH2:1][C:2]1[N:7]=[C:6]([O:8][CH2:9][C:10]([O:12][CH3:13])=[O:11])[CH:5]=[C:4]([CH3:14])[N:3]=1.[S:15]1[CH:19]=[CH:18][CH:17]=[C:16]1[S:20]([N:23]=[C:24]=[O:25])(=[O:22])=[O:21].[OH-].[Na+]>C(Cl)Cl>[CH3:14][C:4]1[N:3]=[C:2]([NH:1][C:24]([NH:23][S:20]([C:16]2[S:15][CH:19]=[CH:18][CH:17]=2)(=[O:21])=[O:22])=[O:25])[N:7]=[C:6]([O:8][CH2:9][C:10]([O:12][CH3:13])=[O:11])[CH:5]=1 |f:2.3|. Yields the product Cl, O=C(O)C1(O)CNC1. Starting materials: CO, Cl, [H][H], C1COCCO1, [OH-], [OH-], [Pd+2], O=C(O)C1(O)CN(C(c2ccccc2)c2ccccc2)C1. As a reaction SMILES: [CH3:31][OH:32].[ClH:22].[H:29][H:30].[O:23]1[CH2:24][CH2:25][O:26][CH2:27][CH2:28]1.[OH-:33].[OH-:35].[Pd+2:34].[c:1]1([CH:2]([c:3]2[cH:4][cH:5][cH:6][cH:7][cH:16]2)[N:8]2[CH2:9][C:10]([C:12](=[O:13])[OH:14])([OH:15])[CH2:11]2)[cH:17][cH:18][cH:19][cH:20][cH:21]1>>[ClH:22].[NH:8]1[CH2:9][C:10]([C:12](=[O:13])[OH:14])([OH:15])[CH2:11]1. The reactants are Cl (hydrochloric acid), COC1=CC=C(C=C1)C1=C(N=C(N1)C1=CC(=C(C=C1)[N+](=O)[O-])C)C(=O)NC=1SC=CN1 (5-(4-Methoxyphenyl)-2-(3-methyl-4-nitrophenyl)-N-(2-thiazolyl)imidazole-4-carboxamide), C(O)([O-])=O (hydrogencarbonate). The reagents and catalysts are [Fe] (iron). Run in O1CCOCC1 (dioxane), C(C)O (ethanol). Reaction conditions: time 1 hour. Yields the product Cl.NC1=C(C=C(C=C1)C=1NC(=C(N1)C(=O)NC=1SC=CN1)C1=CC=C(C=C1)OC)C (2-(4-amino-3-methylphenyl)-5-(4-methoxyphenyl)-N-(2-thiazolyl)imidazole-4-carboxamide. Hydrochloride). RXN SMILES: [CH3:1][O:2][C:3]1[CH:8]=[CH:7][C:6]([C:9]2[NH:13][C:12]([C:14]3[CH:19]=[CH:18][C:17]([N+:20]([O-])=O)=[C:16]([CH3:23])[CH:15]=3)=[N:11][C:10]=2[C:24]([NH:26][C:27]2[S:28][CH:29]=[CH:30][N:31]=2)=[O:25])=[CH:5][CH:4]=1.[ClH:32].C(=O)([O-])O>C(O)C.O1CCOCC1.[Fe]>[ClH:32].[NH2:20][C:17]1[CH:18]=[CH:19][C:14]([C:12]2[NH:13][C:9]([C:6]3[CH:7]=[CH:8][C:3]([O:2][CH3:1])=[CH:4][CH:5]=3)=[C:10]([C:24]([NH:26][C:27]3[S:28][CH:29]=[CH:30][N:31]=3)=[O:25])[N:11]=2)=[CH:15][C:16]=1[CH3:23] |f:6.7|. Reported procedure: 5-(4-Methoxyphenyl)-2-(3-methyl-4-nitrophenyl)-N-(2-thiazolyl)imidazole-4-carboxamide (1.5 g) obtained in Example 84 was dissolved in 50% aqueous ethanol solution (60 ml) and dioxane (50 ml), and iron powder (0.6 g) was added. Conc. hydrochloric acid (0.06 ml) was added under refluxing and the mixture was refluxed for 1 hr. A saturated aqueous hydrogencarbonate solution was added and the mixture was neutralized. An insoluble matter was filtered off and the filtrate was concentrated under reduced...